This data is from the Open Reaction Database (ORD), a public repository of structured organic reaction records. The task is: describe an organic reaction: reactants, conditions, products, and yield The reactants are BrC=1C=NC=C(C1C=O)Cl (3-Bromo-5-chloro-pyridine-4-carbaldehyde), C[Mg]Br (methylmagnesium bromide), [NH4+].[Cl-] (NH4Cl). Run in C1CCOC1 (THF). Run at temperature 0 celsius, time 1 hour. Yields the product BrC=1C=NC=C(C1C(C)O)Cl (1-(3-Bromo-5-chloro-pyridin-4-yl)-ethanol). The yield is 78.2%. RXN SMILES: [Br:1][C:2]1[CH:3]=[N:4][CH:5]=[C:6]([Cl:10])[C:7]=1[CH:8]=[O:9].[CH3:11][Mg]Br.[NH4+].[Cl-]>C1COCC1>[Br:1][C:2]1[CH:3]=[N:4][CH:5]=[C:6]([Cl:10])[C:7]=1[CH:8]([OH:9])[CH3:11] |f:2.3|. Procedure: To a solution of 3-Bromo-5-chloro-pyridine-4-carbaldehyde (440 mg, 2 mmol) in THF (8 mL) was added methylmagnesium bromide (3M solution in THF, 2 mL, 6 mmol) at −36° C. After 1 h, the resulting mixture was warmed to 0° C., and saturated NH4Cl solution was added. The mixture was extracted with ethyl acetate, and washed with brine. The combined extracts were separated, dried over MgSO4 and concentrated. The residue was passed though a pad of silica gel and eluted with EtOAc/Heptane (v/v, 1:1). Aft... Reactants: CCO, CSCCNC(N)=O, O=CO, OO. The product is CS(=O)CCNC(N)=O. Reaction SMILES: [CH3:11][CH2:12][OH:13].[CH3:3][S:4][CH2:5][CH2:6][NH:7][C:8](=[O:9])[NH2:10].[CH:14]([OH:15])=[O:16].[OH:1][OH:2]>>[O:1]=[S:4]([CH3:3])[CH2:5][CH2:6][NH:7][C:8](=[O:9])[NH2:10].